Dataset: the Open Reaction Database (ORD), a public repository of structured organic reaction records. Task: describe an organic reaction: reactants, conditions, products, and yield Reactants: O1C(=CC=C1)CN1N=CC=C1NC=C(C(=O)OCC)C(C=1C=NC=CC1)=O (α-[[[1-(2-furanylmethyl)- 1H-pyrazol-5-yl]-amino]methylene]-β-oxo-3-pyridinepropanoic acid, ethyl ester), C1(=CC=CC=C1)OC1=CC=CC=C1 (diphenylether). Run in CCOCC (ether). Yields the product O1C(=CC=C1)CN1N=CC=2C1=NC=C(C2O)C(=O)C=2C=NC=CC2 ([1-(2-Furanylmethyl)-4-hydroxy-1H-pyrazolo[3,4-b]pyridin-5-yl]-3-pyridylmethanone). Reaction SMILES: [O:1]1[CH:5]=[CH:4][CH:3]=[C:2]1[CH2:6][N:7]1[C:11]([NH:12][CH:13]=[C:14]([C:20](=[O:27])[C:21]2[CH:22]=[N:23][CH:24]=[CH:25][CH:26]=2)[C:15]([O:17]CC)=O)=[CH:10][CH:9]=[N:8]1.C1(OC2C=CC=CC=2)C=CC=CC=1>CCOCC>[O:1]1[CH:5]=[CH:4][CH:3]=[C:2]1[CH2:6][N:7]1[C:11]2=[N:12][CH:13]=[C:14]([C:20]([C:21]3[CH:22]=[N:23][CH:24]=[CH:25][CH:26]=3)=[O:27])[C:15]([OH:17])=[C:10]2[CH:9]=[N:8]1. Procedure: 7.3 g. of α-[[[1-(2-furanylmethyl)- 1H-pyrazol-5-yl]-amino]methylene]-β-oxo-3-pyridinepropanoic acid, ethyl ester (0.02 mol.) are heated in 20 ml. of diphenylether at 250° for 10 minutes. The mixture is cooled to room temperature and 20 ml. of ether are added. The product, [1-(2-furanylmethyl)-4-hydroxy-1H-pyrazolo]3,4 -b]pyridin-5-yl]-3-pyridylmethanone precipitates and is recrystallized from butyl alcohol, yield 3.8 g. (60%); m.p. 152°-153°. The reactants are C(C)(C)(C)OC(=O)N1CCC(CC1)=O (4-oxo-piperidine-1-carboxylic acid tert-butyl ester), C(C1=CC=CC=C1)N (benzylamine), ClC1=C(C=CC(=C1)Cl)C=C[N+](=O)[O-] (2,4-dichloro-1-(2-nitro-vinyl)-benzene). Solvent: CCO.C1(=CC=CC=C1)C (EtOH toluene). The product is C(C1=CC=CC=C1)N1C=C(C=2CNCCC21)C2=C(C=C(C=C2)Cl)Cl (1-Benzyl-3-(2,4-dichloro-phenyl)-4,5,6,7-tetrahydro-1H-pyrrolo[3,2-c]pyridine). RXN SMILES: C(OC([N:8]1[CH2:13][CH2:12][C:11](=O)[CH2:10][CH2:9]1)=O)(C)(C)C.[CH2:15]([NH2:22])[C:16]1[CH:21]=[CH:20][CH:19]=[CH:18][CH:17]=1.[Cl:23][C:24]1[CH:29]=[C:28]([Cl:30])[CH:27]=[CH:26][C:25]=1[CH:31]=[CH:32][N+]([O-])=O>CCO.C1(C)C=CC=CC=1>[CH2:15]([N:22]1[C:11]2[CH2:10][CH2:9][NH:8][CH2:13][C:12]=2[C:31]([C:25]2[CH:26]=[CH:27][C:28]([Cl:30])=[CH:29][C:24]=2[Cl:23])=[CH:32]1)[C:16]1[CH:21]=[CH:20][CH:19]=[CH:18][CH:17]=1 |f:3.4|. Procedure: The title compound (454.6 mg) was prepared from 0.52 g of 4-oxo-piperidine-1-carboxylic acid tert-butyl ester, 280 μL of benzylamine, and 0.57 g of 2,4-dichloro-1-(2-nitro-vinyl)-benzene, using a 5:1 EtOH/toluene mixture as the solvent. MS (ESI): exact mass calculated for C20H18Cl2N2, 356.08. found, m/z 357.1 [M+H]+. 1H NMR (500 MHz, CD3OD): 7.53 (d, J=2.2 Hz, 1H), 7.36-7.32 (m, 3H), 7.30-7.28 (m, 2H), 7.20-7.17 (m, 2H), 7.04 (s, 1H), 5.16 (s, 2H), 4.13 (s, 2H), 3.50 (t, J=6.3 Hz, 2H), 2.88 (t, ... The reactants are CCOC(=O)C1c2ccccc2C(=O)N(C2CCCCC2NS(C)(=O)=O)C1c1ccc(Cl)cc1Cl, CI, [H-], [Na+], CN(C)C=O, O. Yields the product CCOC(=O)C1c2ccccc2C(=O)N(C2CCCCC2N(C)S(C)(=O)=O)C1c1ccc(Cl)cc1Cl. Reaction SMILES: [CH2:1]([CH3:2])[O:3][C:4](=[O:5])[CH:6]1[CH:7]([c:28]2[c:29]([Cl:35])[cH:30][c:31]([Cl:34])[cH:32][cH:33]2)[N:8]([CH:17]2[CH:18]([NH:23][S:24](=[O:25])(=[O:26])[CH3:27])[CH2:19][CH2:20][CH2:21][CH2:22]2)[C:9](=[O:16])[c:10]2[cH:11][cH:12][cH:13][cH:14][c:15]21.[CH3:38][I:39].[H-:36].[Na+:37].[O:41]=[CH:42][N:43]([CH3:44])[CH3:45].[OH2:40]>>[CH2:1]([CH3:2])[O:3][C:4](=[O:5])[CH:6]1[CH:7]([c:28]2[c:29]([Cl:35])[cH:30][c:31]([Cl:34])[cH:32][cH:33]2)[N:8]([CH:17]2[CH:18]([N:23]([S:24](=[O:25])(=[O:26])[CH3:27])[CH3:38])[CH2:19][CH2:20][CH2:21][CH2:22]2)[C:9](=[O:16])[c:10]2[cH:11][cH:12][cH:13][cH:14][c:15]21. The reactants are C(C)OC(=O)C=CC=1N(C=C(C(=O)O)C(C1)=O)C1=C(C=C(C=C1)O)C (6-(2-ethoxycarbonylethenyl)-1-(4-hydroxy-2-methylphenyl)-4-oxo-1,4-dihydronicotinic acid), Cl (hydrochloric acid). The solvent is C(C)OCC (diethyl ether). Yields the product C(=O)(O)C=CC=1N(C=C(C(=O)O)C(C1)=O)C1=C(C=C(C=C1)O)C (6-(2-carboxyethenyl)-1-(4-hydroxy-2-methylphenyl)-4-oxo-1,4-dihydronicotinic acid). The yield is 96.8%. As a reaction SMILES: C([O:3][C:4]([CH:6]=[CH:7][C:8]1[N:9]([C:18]2[CH:23]=[CH:22][C:21]([OH:24])=[CH:20][C:19]=2[CH3:25])[CH:10]=[C:11]([C:15](=[O:17])[CH:16]=1)[C:12]([OH:14])=[O:13])=[O:5])C.Cl>C(OCC)C>[C:4]([CH:6]=[CH:7][C:8]1[N:9]([C:18]2[CH:23]=[CH:22][C:21]([OH:24])=[CH:20][C:19]=2[CH3:25])[CH:10]=[C:11]([C:15](=[O:17])[CH:16]=1)[C:12]([OH:14])=[O:13])([OH:5])=[O:3]. Reported procedure: To 0.09 g of 6-(2-ethoxycarbonylethenyl)-1-(4-hydroxy-2-methylphenyl)-4-oxo-1,4-dihydronicotinic acid was added 3 ml of 6N hydrochloric acid, and they were reacted at 100° C. for 1.5 hours. After completion of the reaction, the solvent was removed by distillation under reduced pressure, and to the crystals thus formed were added 3 ml of diethyl ether, and the resulting mixture was filtered to obtain 0.08 g of 6-(2-carboxyethenyl)-1-(4-hydroxy-2-methylphenyl)-4-oxo-1,4-dihydronicotinic acid havin... Reactants: 2-hydroxy benzyl diethyl phosphonate, CC1=CC=C(C=C1)N(C1=CC=C(C=C1)C)C1=CC=C(C=O)C=C1 (4-(N,N-bis(4-methylphenyl)amino)benzaldehyde), [K] (potassium), O (water), O (water), Cl (hydrochloric acid). Run in O1CCCC1 (tetrahydrofuran), O1CCCC1 (tetrahydrofuran). Run at time 2 hour. Product: OC1=C(C=CC=C1)C=CC1=CC=C(C=C1)N(C1=CC=C(C=C1)C)C1=CC=C(C=C1)C (2-hydroxy-4′-(N,N-bis(4-methylphenyl)amino)stilbene). The yield is 72.0%. RXN SMILES: [K].[CH3:2][C:3]1[CH:8]=[CH:7][C:6]([N:9]([C:17]2[CH:24]=[CH:23][C:20]([CH:21]=O)=[CH:19][CH:18]=2)[C:10]2[CH:15]=[CH:14][C:13]([CH3:16])=[CH:12][CH:11]=2)=[CH:5][CH:4]=1.[OH2:25].Cl>O1CCCC1>[OH:25][C:4]1[CH:5]=[CH:6][CH:7]=[CH:8][C:3]=1[CH:2]=[CH:21][C:20]1[CH:23]=[CH:24][C:17]([N:9]([C:6]2[CH:7]=[CH:8][C:3]([CH3:2])=[CH:4][CH:5]=2)[C:10]2[CH:15]=[CH:14][C:13]([CH3:16])=[CH:12][CH:11]=2)=[CH:18][CH:19]=1 |^1:0|. Reported procedure: In a reaction container equipped with a stirring device, a thermometer and a tap funnel, 14.8 g of potassium tert-buthoxide and 50 ml of tetrahydrofuran are replaced. In nitrogen airstream, a solution in which 9.90 g of 2-hydroxy benzyl diethyl phosphonate and 5.44 g of 4-(N,N-bis(4-methylphenyl)amino)benzaldehyde are dissolved in tetrahydrofuran is slowly dropped to the reaction container at room temperature and the reaction is conducted for 2 hours. Next, while cooled down by water, water is a... Reactants: COc1c(C(=O)O)cc2ccccc2c1Cc1c(OC)c(C(=O)O)cc2ccccc12, O=S(Cl)Cl. The product is COc1c(C(=O)O)cc2ccccc2c1Cc1c(OC)c(C(=O)O)cc2ccccc12, [Cl-]. RXN SMILES: [CH2:1]([c:2]1[c:3]([O:15][CH3:16])[c:4]([C:12](=[O:13])[OH:14])[cH:5][c:6]2[cH:7][cH:8][cH:9][cH:10][c:11]12)[c:17]1[c:18]([O:30][CH3:31])[c:19]([C:27](=[O:28])[OH:29])[cH:20][c:21]2[cH:22][cH:23][cH:24][cH:25][c:26]12.[S:32]([Cl:33])([Cl:34])=[O:35]>>[CH2:1]([c:2]1[c:3]([O:15][CH3:16])[c:4]([C:12](=[O:13])[OH:14])[cH:5][c:6]2[cH:7][cH:8][cH:9][cH:10][c:11]12)[c:17]1[c:18]([O:30][CH3:31])[c:19]([C:27](=[O:28])[OH:29])[cH:20][c:21]2[cH:22][cH:23][cH:24][cH:25][c:26]12.[Cl-:34]. Reactants: C[Si](C)(C)C=[N+]=[N-] (Trimethylsilyl diazomethane), C(C)(C)(C)[SiH2]OC(C(C(C(=O)O)(C)C)C=C)(C1=CC=CC=C1)C1=CC=CC=C1 (3-(tert-Butyl-diphenyl-silanyloxymethyl)-2,2-dimethyl-pent-4-enoic acid), C(C)(=O)O (acetic acid). Solvent: C1(=CC=CC=C1)C (toluene), CO (methanol). Conditions: time 1 hour. Product: COC(C(C(C=C)C(O[SiH2]C(C)(C)C)(C1=CC=CC=C1)C1=CC=CC=C1)(C)C)=O (3-(tert-Butyl-diphenyl-silanyloxymethyl)-2,2-dimethyl-pent-4-enoic acid methyl ester). As a reaction SMILES: [CH3:1][Si](C=[N+]=[N-])(C)C.[C:8]([SiH2:12][O:13][C:14]([C:30]1[CH:35]=[CH:34][CH:33]=[CH:32][CH:31]=1)([C:24]1[CH:29]=[CH:28][CH:27]=[CH:26][CH:25]=1)[CH:15]([CH:22]=[CH2:23])[C:16]([CH3:21])([CH3:20])[C:17]([OH:19])=[O:18])([CH3:11])([CH3:10])[CH3:9].C(O)(=O)C>C1(C)C=CC=CC=1.CO>[CH3:1][O:18][C:17](=[O:19])[C:16]([CH3:21])([CH3:20])[CH:15]([C:14]([C:24]1[CH:29]=[CH:28][CH:27]=[CH:26][CH:25]=1)([C:30]1[CH:35]=[CH:34][CH:33]=[CH:32][CH:31]=1)[O:13][SiH2:12][C:8]([CH3:9])([CH3:10])[CH3:11])[CH:22]=[CH2:23]. Reported procedure: Trimethylsilyl diazomethane (29 mL, 2 M in hexanes, 57.78 mmol) was added to a stirred solution of Example 5G (15.58 g, 39.3 mmol) in toluene (100 mL) and methanol (20 mL). After one hour at room temperature, acetic acid (1.5 mL) was added to quench the excess reagent. The solvent was evaporated and the crude product was dissolved in diethyl ether and washed with NaHCO3 solution brine, dried (MgSO4), filtered, and evaporated. The title compound was isolated as an oil and used without further pur... Starting materials: C(#N)NC(=S)NC1=CC=NC=C1 (N-Cyano-N'-4-pyridylthiourea), C1(=CC=CC=C1)NCCN (N-phenylethylenediamine), C1(CCCCC1)N=C=NC1CCCCC1 (N,N'-dicyclohexylcarbodiimide). Solvent: CN(C=O)C (dimethylformamide). Conditions: time 3 day. Yields the product C(#N)NC(=NC1=CC=NC=C1)NCCNC1=CC=CC=C1 (N-Cyano-N'-(2-phenylaminoethyl)-N"-4-pyridylguanidine). RXN SMILES: [C:1]([NH:3][C:4]([NH:6][C:7]1[CH:12]=[CH:11][N:10]=[CH:9][CH:8]=1)=S)#[N:2].[C:13]1([NH:19][CH2:20][CH2:21][NH2:22])[CH:18]=[CH:17][CH:16]=[CH:15][CH:14]=1.C1(N=C=NC2CCCCC2)CCCCC1>CN(C)C=O>[C:1]([NH:3][C:4]([NH:22][CH2:21][CH2:20][NH:19][C:13]1[CH:18]=[CH:17][CH:16]=[CH:15][CH:14]=1)=[N:6][C:7]1[CH:12]=[CH:11][N:10]=[CH:9][CH:8]=1)#[N:2]. Reported procedure: N-Cyano-N'-4-pyridylthiourea (1.80 g) was suspended in dimethylformamide (5 ml). While stirring in an ice bath N-phenylethylenediamine (1.4 ml) and N,N'-dicyclohexylcarbodiimide (2.50 g) were added, resulting in a clear solution. The mixture was left at room temperature for 3 days, when the suspension formed was evaporated extensively under high vacuum. The residue was triturated repeatedly with ether (15 ml portions), and the residual solid was extracted with 1N hydrochloric acid (50 ml). After... Solvent: C1(=CC=CC=C1)C (toluene). As a reaction SMILES: [OH:1][C:2]1[C:3](=[O:8])[C:4](=[O:7])[C:5]=1[OH:6].[CH2:9](O)[C:10]1[CH:15]=[CH:14][CH:13]=[CH:12][CH:11]=1.O.[C:18]1([CH3:28])[CH:23]=[CH:22][C:21](S(O)(=O)=O)=[CH:20][CH:19]=1>C1(C)C=CC=CC=1>[CH2:9]([O:7][C:4]1[C:5](=[O:6])[C:2](=[O:1])[C:3]=1[O:8][CH2:28][C:18]1[CH:23]=[CH:22][CH:21]=[CH:20][CH:19]=1)[C:10]1[CH:15]=[CH:14][CH:13]=[CH:12][CH:11]=1 |f:2.3|. Isolated yield 566.3%. Procedure details: 3,4-Dihydroxy-3-cyclobutene-1,2-dione (2.0 g, 17 mmol), benzyl alcohol (5.0 mL, 5.2 g, 48 mmol), and p-toluenesulfonic acid monohydrate (170 mg, 0.9 mmol) were slurried in toluene (20 mL), and heated under reflux with a Dean-Stark trap for 3 days. The insoluble material was filtered off, and the filtrate was diluted with ether (100 mL), washed with 2× with saturated aqueous NaHCO3 solution and brine, dried over Na2 SO4, filtered and concentrated to a crude residue. The crude product was purified... The reactants are OC=1C(C(C1O)=O)=O (3,4-Dihydroxy-3-cyclobutene-1,2-dione), C(C1=CC=CC=C1)O (benzyl alcohol), O.C1(=CC=C(C=C1)S(=O)(=O)O)C (p-toluenesulfonic acid monohydrate). Product: C(C1=CC=CC=C1)OC=1C(C(C1OCC1=CC=CC=C1)=O)=O (3,4-Dibenzyloxy-3-cyclobutene-1,2-dione). Reactants: CCOC(=O)CBr, [K+], [K+], O=C([O-])[O-], CN(C)C=O, O, O=C(NCCn1cc(C(c2ccccc2)c2ccccc2)ccc1=O)c1cccc(O)c1. Yields the product CCOC(=O)COc1cccc(C(=O)NCCn2cc(C(c3ccccc3)c3ccccc3)ccc2=O)c1. RXN SMILES: [Br:39][CH2:40][C:41](=[O:42])[O:43][CH2:44][CH3:45].[K+:33].[K+:34].[O-:35][C:36]([O-:37])=[O:38].[O:46]=[CH:47][N:48]([CH3:49])[CH3:50].[OH2:51].[c:1]1([CH:7]([c:8]2[cH:9][cH:10][c:11](=[O:26])[n:12]([CH2:14][CH2:15][NH:16][C:17]([c:18]3[cH:19][c:20]([OH:24])[cH:21][cH:22][cH:23]3)=[O:25])[cH:13]2)[c:27]2[cH:28][cH:29][cH:30][cH:31][cH:32]2)[cH:2][cH:3][cH:4][cH:5][cH:6]1>>[c:1]1([CH:7]([c:8]2[cH:9][cH:10][c:11](=[O:26])[n:12]([CH2:14][CH2:15][NH:16][C:17]([c:18]3[cH:19][c:20]([O:24][CH2:40][C:41](=[O:42])[O:43][CH2:44][CH3:45])[cH:21][cH:22][cH:23]3)=[O:25])[cH:13]2)[c:27]2[cH:28][cH:29][cH:30][cH:31][cH:32]2)[cH:2][cH:3][cH:4][cH:5][cH:6]1.